describe an organic reaction: reactants, conditions, products, and yield From a dataset of the Open Reaction Database (ORD), a public repository of structured organic reaction records. Reactants: ClCCCl, CNC, ClCCl, O=C(O)c1ccc(CNC(=O)c2ccc(S(=O)(=O)n3cc(-c4ccccc4)c4ccccc43)cc2)cc1. Yields the product CN(C)C(=O)c1ccc(CNC(=O)c2ccc(S(=O)(=O)n3cc(-c4ccccc4)c4ccccc43)cc2)cc1. Reaction SMILES: [CH2:41]([Cl:42])[CH2:43][Cl:44].[CH3:38][NH:39][CH3:40].[Cl:45][CH2:46][Cl:47].[c:1]1(-[c:7]2[cH:8][n:9]([S:16](=[O:17])(=[O:18])[c:19]3[cH:20][cH:21][c:22]([C:23](=[O:24])[NH:25][CH2:26][c:27]4[cH:28][cH:29][c:30]([C:31](=[O:32])[OH:33])[cH:34][cH:35]4)[cH:36][cH:37]3)[c:10]3[cH:11][cH:12][cH:13][cH:14][c:15]23)[cH:2][cH:3][cH:4][cH:5][cH:6]1>>[c:1]1(-[c:7]2[cH:8][n:9]([S:16](=[O:17])(=[O:18])[c:19]3[cH:20][cH:21][c:22]([C:23](=[O:24])[NH:25][CH2:26][c:27]4[cH:28][cH:29][c:30]([C:31](=[O:33])[N:39]([CH3:38])[CH3:40])[cH:34][cH:35]4)[cH:36][cH:37]3)[c:10]3[cH:11][cH:12][cH:13][cH:14][c:15]23)[cH:2][cH:3][cH:4][cH:5][cH:6]1. Reactants: CN1C(N(N=CC1=O)CCCCCl)=O (4-methyl-2-(4-chlorobutyl)-3,5-dioxo-(2H,4H)-1,2,4-triazine), ClC=1C=C(C=CC1)N1CCNCC1 (4-(3-chlorophenyl)piperazine), C(CCC)O (butanol). Solvent: C(C)N(CC)CC (triethylamine). Product: CN1C(N(N=CC1=O)CCCCN1CCN(CC1)C1=CC(=CC=C1)Cl)=O (4-methyl-2-(4-(4-(3-chlorophenyl)piperazino)butyl)-3,5-dioxo-(2H,4H)-1,2,4-triazine). Yield: 44.9%. Reaction SMILES: [CH3:1][N:2]1[C:7](=[O:8])[CH:6]=[N:5][N:4]([CH2:9][CH2:10][CH2:11][CH2:12]Cl)[C:3]1=[O:14].[Cl:15][C:16]1[CH:17]=[C:18]([N:22]2[CH2:27][CH2:26][NH:25][CH2:24][CH2:23]2)[CH:19]=[CH:20][CH:21]=1.C(O)CCC>C(N(CC)CC)C>[CH3:1][N:2]1[C:7](=[O:8])[CH:6]=[N:5][N:4]([CH2:9][CH2:10][CH2:11][CH2:12][N:25]2[CH2:24][CH2:23][N:22]([C:18]3[CH:19]=[CH:20][CH:21]=[C:16]([Cl:15])[CH:17]=3)[CH2:27][CH2:26]2)[C:3]1=[O:14]. Procedure details: The compound 4c (5.5 g; 0.025 mol) and 4-(3-chlorophenyl)piperazine (9.83 g; 0.05 mol) are heated for 3 hours in refluxing butanol (150 ml) in the presence of triethylamine (10 ml). The mixture is concentrated to dryness under vacuum, taken up in water and then extracted with ethyl ether (2×50 ml). The dried organic phases (Na2SO4) are concentrated to dryness under vacuum to give an oil which crystallizes from isopropyl ether (70 ml). After recrystallization from 2-propanol and drying under vacu...